From a dataset of the Open Reaction Database (ORD), a public repository of structured organic reaction records. describe an organic reaction: reactants, conditions, products, and yield The reactants are C(C1=CC=CC=C1)OCCCC[C@@H](CCC(=O)OC)CC=O (methyl (S)-8-(benzyloxy)-4-(formylmethyl)octanoate), [BH4-].[Na+] (sodium borohydride), C([O-])(O)=O.[Na+] (sodium bicarbonate), O (water). Solvent: C(C)O (ethanol). Run at time 15 minute. Product: C(C1=CC=CC=C1)OCCCC[C@@H](CCC(=O)OC)CCO (methyl (S)-8-(benzyloxy)-4-(2-hydroxyethyl)-octanoate). Reaction SMILES: [CH2:1]([O:8][CH2:9][CH2:10][CH2:11][CH2:12][C@H:13]([CH2:20][CH:21]=[O:22])[CH2:14][CH2:15][C:16]([O:18][CH3:19])=[O:17])[C:2]1[CH:7]=[CH:6][CH:5]=[CH:4][CH:3]=1.[BH4-].[Na+].O.C(=O)(O)[O-].[Na+]>C(O)C>[CH2:1]([O:8][CH2:9][CH2:10][CH2:11][CH2:12][C@H:13]([CH2:20][CH2:21][OH:22])[CH2:14][CH2:15][C:16]([O:18][CH3:19])=[O:17])[C:2]1[CH:7]=[CH:6][CH:5]=[CH:4][CH:3]=1 |f:1.2,4.5|. Procedure details: To a solution of the crude methyl (S)-8-(benzyloxy)-4-(formylmethyl)octanoate (2.44 g crude) in ethanol (22 ml) is added sodium borohydride (0.307 g, 8.1 mmol). The reaction is stirred for 15 minutes and then poured into water. The pH of the mixture is adjusted to 8.0 using saturated sodium bicarbonate solution. The mixture is extracted with methylene chloride (3×30 ml) and the combined organic extracts are dried, filtered and evaporated to give an oil. This is purified by flash chromatography o... Starting materials: COC(C1=CN=C(C(=C1)Br)Cl)=O (5-bromo-6-chloro-nicotinic acid methyl ester), N[C@H]1[C@@H](CCCC1)O ((1R,2R)-2-amino-cyclohexanol), C(C)(C)OCCO (2-isopropoxy-ethanol), FC1=CC=C(C=C1)B(O)O (4-fluorophenylboronic acid). Product: FC1=CC=C(C=C1)C=1C(=NC=C(C(=O)N[C@H]2[C@@H](CCCC2)O)C1)OCCOC(C)C (5-(4-Fluoro-phenyl)-N-((1R,2R)-2-hydroxy-cyclohexyl)-6-(2-isopropoxy-ethoxy)-nicotinamide). RXN SMILES: CO[C:3](=[O:12])[C:4]1[CH:9]=[C:8](Br)[C:7](Cl)=[N:6][CH:5]=1.[CH:13]([O:16][CH2:17][CH2:18][OH:19])([CH3:15])[CH3:14].[F:20][C:21]1[CH:26]=[CH:25][C:24](B(O)O)=[CH:23][CH:22]=1.[NH2:30][C@@H:31]1[CH2:36][CH2:35][CH2:34][CH2:33][C@H:32]1[OH:37]>>[F:20][C:21]1[CH:26]=[CH:25][C:24]([C:8]2[C:7]([O:19][CH2:18][CH2:17][O:16][CH:13]([CH3:15])[CH3:14])=[N:6][CH:5]=[C:4]([CH:9]=2)[C:3]([NH:30][C@@H:31]2[CH2:36][CH2:35][CH2:34][CH2:33][C@H:32]2[OH:37])=[O:12])=[CH:23][CH:22]=1. Procedure details: The title compound was synthesized in analogy to the procedure described for the preparation of Example 23, using 5-bromo-6-chloro-nicotinic acid methyl ester, 2-isopropoxy-ethanol (commercially available), 4-fluorophenylboronic acid (commercially available) and (1R,2R)-2-amino-cyclohexanol (commercially available) as starting materials. MS (m/e): 417.3 (MH+). The reactants are CN1CCOCC1 (NMM), NC=1SC=C(N1)CNC1=C(C(=NC(=N1)C)NN)F (6-{[(2-Amino-1,3-thiazol-4-yl)methyl]amino}-5-fluoro-4-hydrazino-2-methylpyrimidine), C1(CCCC1)C[C@@H](C(=O)O)CN(OC1OCCCC1)C=O ((2R)-3-cyclopentyl-2-{[formyl(tetrahydro-2H-pyran-2-yloxy)amino]methyl}propanoic acid), C1=CC2=C(N=C1)N(N=N2)O (HOAt), C(CCl)Cl (EDC). Solvent: CN(C)C=O (DMF). Reaction conditions: time 8 hour. Yields the product NC=1SC=C(N1)CNC1=C(C(=NC(=N1)C)NNC([C@@H](CN(C=O)OC1OCCCC1)CC1CCCC1)=O)F ([(2R)-3-[2-(6-{[(2-amino-1,3-thiazol-4-yl)methyl]amino}-5-fluoro-2-methyl-4-pyrimidinyl)hydrazino]-2-(cyclopentylmethyl)-3-oxopropyl](tetrahydro-2H-pyran-2-yloxy)formamide). Isolated yield 47.1%. As a reaction SMILES: [NH2:1][C:2]1[S:3][CH:4]=[C:5]([CH2:7][NH:8][C:9]2[N:14]=[C:13]([CH3:15])[N:12]=[C:11]([NH:16][NH2:17])[C:10]=2[F:18])[N:6]=1.[CH:19]1([CH2:24][C@H:25]([CH2:29][N:30]([CH:38]=[O:39])[O:31][CH:32]2[CH2:37][CH2:36][CH2:35][CH2:34][O:33]2)[C:26](O)=[O:27])[CH2:23][CH2:22][CH2:21][CH2:20]1.C1C=NC2N(O)N=NC=2C=1.CN1CCOCC1.C(Cl)CCl>CN(C=O)C>[NH2:1][C:2]1[S:3][CH:4]=[C:5]([CH2:7][NH:8][C:9]2[N:14]=[C:13]([CH3:15])[N:12]=[C:11]([NH:16][NH:17][C:26](=[O:27])[C@H:25]([CH2:24][CH:19]3[CH2:20][CH2:21][CH2:22][CH2:23]3)[CH2:29][N:30]([O:31][CH:32]3[CH2:37][CH2:36][CH2:35][CH2:34][O:33]3)[CH:38]=[O:39])[C:10]=2[F:18])[N:6]=1. Reported procedure: 6-{[(2-Amino-1,3-thiazol-4-yl)methyl]amino}-5-fluoro-4-hydrazino-2-methylpyrimidine (125 mg, 0.44 mmol), (2R)-3-cyclopentyl-2-{[formyl(tetrahydro-2H-pyran-2-yloxy)amino]methyl}propanoic acid (130 mg, 0.44 mmol), and HOAt (65 mg, 0.48 mmol) were dissolved in 4 mL of DMF. NMM (0.15 mL, 1.32 mmol) was added, followed by EDC (96 mg, 0.48 mmol). After stirring overnight at room temperature, the reaction mixture was purified by RP-HPLC to provide [(2R)-3-[2-(6-{[(2-amino-1,3-thiazol-4-yl)methyl]amino}... Reactants: CC1C(C(OC1)=O)=O (4-Methyl-dihydro-furan-2,3-dione), CC1C(C(OC1)=O)=O (4-methyl-dihydro-furan-2,3-dione), C(C)(=O)O (acetic acid), N1CCCC1 (pyrrolidine), C(C)(=O)[O-] (acetate). The solvent is C(C)O (ethanol), C(C)O (ethanol). Product: CC1=C(C(CO1)=O)N1CCCC1 (5-methyl-4-(1-pyrrolidinyl)-3(2H)-furanone). As a reaction SMILES: C[CH:2]1[CH2:6][O:5][C:4](=O)[C:3]1=[O:8].[C:9]([O-])(=O)C.C(O)(=O)C.[NH:17]1[CH2:21][CH2:20][CH2:19][CH2:18]1>C(O)C>[CH3:9][C:6]1[O:5][CH2:4][C:3](=[O:8])[C:2]=1[N:17]1[CH2:21][CH2:20][CH2:19][CH2:18]1. Procedure: From 4-Methyl-dihydro-furan-2,3-dione and pyrrolidium acetate in ethanol. A solution of 4-methyl-dihydro-furan-2,3-dione (100 mmol, prepared according to Fleck et al., Helv. Chim. Acta 1950, 33, 130), acetic acid (100 mmol) and pyrrolidine (100 mmol) in ethanol (225 mL) was refluxed for 2,5 h. After cooling down to room temperature, the solvent was removed in vacuo and the residue was taken up in water (200 mL). The solution was then extracted with diethyl ether (5×100 ml), the combined organic ... Reactants: BrC1=CC=C(C=C1)S(=O)(=O)C=1C(=NC(=CC1)C)NC1=C(C=C(C=C1C)C)C ([3-(4-Bromobenzenesulfonyl)-6-methylpyridin-2-yl]-(2,4,6-trimethylphenyl)-amine), C[Si](C)(C)C#C (trimethylsilylacetylene). The reagents and catalysts are Cl[Pd]([P](C1=CC=CC=C1)(C2=CC=CC=C2)C3=CC=CC=C3)([P](C4=CC=CC=C4)(C5=CC=CC=C5)C6=CC=CC=C6)Cl (Pd(PPh3)2Cl2), [Cu]I (CuI). The solvent is CCN(CC)CC (Et3N). Yields the product CC1=CC=C(C(=N1)NC1=C(C=C(C=C1C)C)C)S(=O)(=O)C1=CC=C(C=C1)C#C[Si](C)(C)C ([6-methyl-3-(4-trimethylsilanylethynyl-benzenesulfonyl)-pyridin-2-yl]-(2,4,6-trimethylphenyl)-amine). RXN SMILES: Br[C:2]1[CH:7]=[CH:6][C:5]([S:8]([C:11]2[C:12]([NH:18][C:19]3[C:24]([CH3:25])=[CH:23][C:22]([CH3:26])=[CH:21][C:20]=3[CH3:27])=[N:13][C:14]([CH3:17])=[CH:15][CH:16]=2)(=[O:10])=[O:9])=[CH:4][CH:3]=1.[CH3:28][Si:29]([C:32]#[CH:33])([CH3:31])[CH3:30]>CCN(CC)CC.Cl[Pd](Cl)([P](C1C=CC=CC=1)(C1C=CC=CC=1)C1C=CC=CC=1)[P](C1C=CC=CC=1)(C1C=CC=CC=1)C1C=CC=CC=1.[Cu]I>[CH3:17][C:14]1[N:13]=[C:12]([NH:18][C:19]2[C:24]([CH3:25])=[CH:23][C:22]([CH3:26])=[CH:21][C:20]=2[CH3:27])[C:11]([S:8]([C:5]2[CH:6]=[CH:7][C:2]([C:33]#[C:32][Si:29]([CH3:31])([CH3:30])[CH3:28])=[CH:3][CH:4]=2)(=[O:10])=[O:9])=[CH:16][CH:15]=1 |^1:43,62|. Procedure details: [3-(4-Bromobenzenesulfonyl)-6-methylpyridin-2-yl]-(2,4,6-trimethylphenyl)-amine, prepared as described in Example 46, (100 mg, 0.225 mmol), Pd(PPh3)2Cl2 (7.9 mg, 0.011 mmol), CuI (2.1 mg, 0.011 mmol) and trimethylsilylacetylene (0.038 mL, 0.270 mmol) were heated at 50° C. in Et3N (0.5 mL) for 16 h. The reaction mixture was stripped in vacuo and the residue was chromatographed on silica gel using 10% EtOAc/hexanes as eluent to give 53 mg [6-methyl-3-(4-trimethylsilanylethynyl-benzenesulfonyl)-pyr... Reactants: [H-].[Na+] (sodium hydride), [Cl-].[NH4+] (ammonium chloride), FC(C1=CC(=NC=C1)C=1NOC(N1)=O)(F)F (3-(4-trifluoromethylpyridin-2-yl)-1,2,4-oxadiazol-5-one), C(C(C)(C)C)(=O)Cl (pivaloyl chloride). Run in CN(C=O)C (N,N-dimethylformamide). Conditions: time 10 minute. Yields the product CC(C(=O)N1C(=NOC1=O)C1=NC=CC(=C1)C(F)(F)F)(C)C (4-(2,2-dimethylpropionyl)-3-(4-trifluoromethylpyridin-2-yl)-1,2,4-oxadiazol-5-one). Isolated yield 58.7%. Reaction SMILES: [H-].[Na+].[F:3][C:4]([F:18])([F:17])[C:5]1[CH:10]=[CH:9][N:8]=[C:7]([C:11]2[NH:12][O:13][C:14](=[O:16])[N:15]=2)[CH:6]=1.[C:19](Cl)(=[O:24])[C:20]([CH3:23])([CH3:22])[CH3:21].[Cl-].[NH4+]>CN(C)C=O>[CH3:21][C:20]([CH3:23])([CH3:22])[C:19]([N:15]1[C:14](=[O:16])[O:13][N:12]=[C:11]1[C:7]1[CH:6]=[C:5]([C:4]([F:3])([F:17])[F:18])[CH:10]=[CH:9][N:8]=1)=[O:24] |f:0.1,4.5|. Reported procedure: Into 2 ml of N,N-dimethylformamide was suspended 0.05 g of sodium hydride (60% oily), and 0.2 g of 3-(4-trifluoromethylpyridin-2-yl)-1,2,4-oxadiazol-5-one was added at room temperature. After stirring for 10 minutes, 0.12 g of pivaloyl chloride was added at 0° C., the mixture was stirred at room temperature for 2 hours, and at 60° C. for 3 hours, and the reaction solution was allowed to cool to room temperature, and poured into an aqueous saturated ammonium chloride solution, followed by extract... The reactants are C(C)OC(=O)C=1C=NC2=C(C=CC=C2C1NCC1CCOCC1)OC (8-methoxy-4-[(tetrahydro-pyran-4-ylmethyl)-amino]-quinoline-3-carboxylic acid ethyl ester), C(C)N=C=O (ethyl isocyanate). The product is C(C)N1C(N(C2=C(C=NC=3C(=CC=CC23)OC)C1=O)CC1CCOCC1)=O (3-Ethyl-7-methoxy-1-(tetrahydro-pyran-4-ylmethyl)-1H-pyrimido[5,4-c]quinoline-2,4-dione). Yield: 51.4%. As a reaction SMILES: C([O:3][C:4]([C:6]1[CH:7]=[N:8][C:9]2[C:14]([C:15]=1[NH:16][CH2:17][CH:18]1[CH2:23][CH2:22][O:21][CH2:20][CH2:19]1)=[CH:13][CH:12]=[CH:11][C:10]=2[O:24][CH3:25])=O)C.[CH2:26]([N:28]=[C:29]=[O:30])[CH3:27]>>[CH2:26]([N:28]1[C:4](=[O:3])[C:6]2[CH:7]=[N:8][C:9]3[C:10]([O:24][CH3:25])=[CH:11][CH:12]=[CH:13][C:14]=3[C:15]=2[N:16]([CH2:17][CH:18]2[CH2:19][CH2:20][O:21][CH2:22][CH2:23]2)[C:29]1=[O:30])[CH3:27]. Procedure details: 4-Chloro-8-methoxy-quinoline-3-carboxylic acid ethyl ester (265 mg, 1.0 mmol) was treated with C-(tetrahydro-pyran-4-yl)-methylamine (1.5 mmol) following general procedure B to afford 8-methoxy-4-[(tetrahydro-pyran-4-ylmethyl)-amino]-quinoline-3-carboxylic acid ethyl ester (324 mg). 3-Ethyl-7-methoxy-1-(tetrahydro-pyran-4-ylmethyl)-1H-pyrimido[5,4-c]quinoline-2,4-dione (19 mg) was prepared from 8-methoxy-4-[(tetrahydro-pyran-4-ylmethyl)-amino]-quinoline-3-carboxylic acid ethyl ester (0.10 mmol) ...